Dataset: the Open Reaction Database (ORD), a public repository of structured organic reaction records. Task: describe an organic reaction: reactants, conditions, products, and yield Solvent: C(C)O (ethanol). Yields the product C1(CC1)COCC1=CC=CC(=N1)N (6-cyclopropylmethoxymethyl-pyridin-2-ylamine). The yield is 94.2%. Run at temperature 100 celsius. The reactants are C1(CC1)COCC1=CC=CC(=N1)NC(C(C)(C)C)=O (N-(6-cyclopropylmethoxymethyl-pyridin-2-yl)-2,2-dimethyl-propionamide), [OH-].[Na+] (NaOH). Procedure details: N-(6-cyclopropylmethoxymethyl-pyridin-2-yl)-2,2-dimethyl-propionamide (0.884 g) in ethanol (50 mL) was treated at RT with 3M aqueous NaOH (5.62 mL) and then heated at 100° C. for 20 h. The mixture was cooled to RT, partitioned between water and AcOEt. The layers were separated, the organic layer dried over magnesium sulphate, filtered and evaporated in vacuo to give 6-cyclopropylmethoxymethyl-pyridin-2-ylamine (0.566 g) as a light brown liquid. MS (ESI): 179.1 (MH+). RXN SMILES: [CH:1]1([CH2:4][O:5][CH2:6][C:7]2[N:12]=[C:11]([NH:13]C(=O)C(C)(C)C)[CH:10]=[CH:9][CH:8]=2)[CH2:3][CH2:2]1.[OH-].[Na+]>C(O)C>[CH:1]1([CH2:4][O:5][CH2:6][C:7]2[N:12]=[C:11]([NH2:13])[CH:10]=[CH:9][CH:8]=2)[CH2:3][CH2:2]1 |f:1.2|. The reactants are CC1(C=2C=C(C(=C(C2C(CC1)(C)C)Br)O)C(=O)O)C (5,6,7,8-tetrahydro-5,5,8,8-tetramethyl-1-bromo-2-hydroxynaphthalene-3-carboxylic acid), CC1(C=2C=C(C(=C(C2C(CC1)(C)C)Br)O)C(=O)O)C (5,6,7,8-tetrahydro-5,5,8,8-tetramethyl-1-bromo-2-hydroxynaphthalene-3-carboxylic acid), COCCl (chloromethyl methyl ether), C(C)(C)N(CC)C(C)C (diisopropylethyl amine). Reagents/catalysts: [Br-].C(CCC)[N+](CCCC)(CCCC)CCCC (tetrabutylammonium bromide). The solvent is C(Cl)Cl (CH2Cl2). Run at temperature 45 celsius. Product: methoxymethyl ester, BrC1=C(C(=CC=2C(CCC(C12)(C)C)(C)C)C(=O)O)OCOC (4-Bromo-3-methoxymethoxy-5,5,8,8-tetramethyl-5,6,7,8-tetrahydronaphthalen-2-yl carboxylic acid). RXN SMILES: [CH3:1][C:2]1([CH3:19])[CH2:11][CH2:10][C:9]([CH3:13])([CH3:12])[C:8]2[C:7]([Br:14])=[C:6]([OH:15])[C:5]([C:16]([OH:18])=[O:17])=[CH:4][C:3]1=2.[CH3:20][O:21][CH2:22]Cl.C(N(C(C)C)CC)(C)C>C(Cl)Cl.[Br-].C([N+](CCCC)(CCCC)CCCC)CCC>[Br:14][C:7]1[C:8]2[C:9]([CH3:12])([CH3:13])[CH2:10][CH2:11][C:2]([CH3:19])([CH3:1])[C:3]=2[CH:4]=[C:5]([C:16]([OH:18])=[O:17])[C:6]=1[O:15][CH2:20][O:21][CH3:22] |f:4.5|. Procedure details: To a solution of 4-bromo-3-hydroxy-5,5,8,8-tetramethyl-5,6,7,8-tetrahydronaphthalen-2-yl acid (Compound M), 233 mg, 0.71 mmol) in 6 ml of CH2Cl2 was added chloromethyl methyl ether (0.162 ml, 2.1 mmol), diisopropylethyl amine (0.764 ml, 4.2 mmol) and a catalytic amount of tetrabutylammonium bromide. The reaction mixture was heated to 45° C. for 2 h. The reaction mixture was concentrated and the residue was purified by column chromatography (ethyl acetate/hexane 1/9) to yield the methoxymethyl es... Reactants: CC(=O)[O-], CC(=O)[O-], CCN(CC)S(=O)(=O)c1ccc(Cl)c(C(=O)O)c1, [Cu+2], [K+], [K+], CC(C)n1nccc1N, O=C([O-])[O-], CN(C)C=O. The product is CCN(CC)S(=O)(=O)c1ccc(Nc2ccnn2C(C)C)c(C(=O)O)c1. RXN SMILES: [C:34]([O-:35])(=[O:36])[CH3:37].[C:39]([O-:40])(=[O:41])[CH3:42].[Cl:10][c:11]1[c:12]([C:13](=[O:14])[OH:15])[cH:16][c:17]([S:20](=[O:21])(=[O:22])[N:23]([CH2:24][CH3:25])[CH2:26][CH3:27])[cH:18][cH:19]1.[Cu+2:38].[K+:28].[K+:29].[NH2:1][c:2]1[cH:3][cH:4][n:5][n:6]1[CH:7]([CH3:8])[CH3:9].[O-:30][C:31]([O-:32])=[O:33].[O:43]=[CH:44][N:45]([CH3:46])[CH3:47]>>[NH:1]([c:2]1[cH:3][cH:4][n:5][n:6]1[CH:7]([CH3:8])[CH3:9])[c:11]1[c:12]([C:13](=[O:14])[OH:15])[cH:16][c:17]([S:20](=[O:21])(=[O:22])[N:23]([CH2:24][CH3:25])[CH2:26][CH3:27])[cH:18][cH:19]1.